From a dataset of the Open Reaction Database (ORD), a public repository of structured organic reaction records. describe an organic reaction: reactants, conditions, products, and yield Starting materials: CCOCC, ClP(Cl)(Cl)(Cl)Cl, O=C(O)CNC(=O)OCc1ccccc1. Product: O=C(Cl)CNC(=O)OCc1ccccc1. As a reaction SMILES: [CH3:22][CH2:23][O:24][CH2:25][CH3:26].[Cl:16][P:17]([Cl:18])([Cl:19])([Cl:20])[Cl:21].[OH:1][C:2](=[O:3])[CH2:4][NH:5][C:6](=[O:7])[O:8][CH2:9][c:10]1[cH:11][cH:12][cH:13][cH:14][cH:15]1>>[O:1]=[C:2]([CH2:4][NH:5][C:6](=[O:7])[O:8][CH2:9][c:10]1[cH:11][cH:12][cH:13][cH:14][cH:15]1)[Cl:16]. Starting materials: COCCOC1C(CI)C(COC(c2ccccc2)(c2ccccc2)c2ccc(OC)cc2)OC1n1cc(C)c(=O)[nH]c1=O, C[Si](C)(C)N[Si](C)(C)C, CCN(C(C)C)C(C)C, ClCCl, [NH4+], O=[PH2][O-]. Product: COCCOC1C(C)C(COC(c2ccccc2)(c2ccccc2)c2ccc(OC)cc2)OC1n1cc(C)c(=O)[nH]c1=O. RXN SMILES: [CH3:14][O:15][c:16]1[cH:17][cH:18][c:19]([C:20]([c:21]2[cH:22][cH:23][cH:24][cH:25][cH:26]2)([c:27]2[cH:28][cH:29][cH:30][cH:31][cH:32]2)[O:33][CH2:34][CH:35]2[CH:36]([CH2:54][I:55])[CH:37]([O:49][CH2:50][CH2:51][O:52][CH3:53])[CH:38]([n:40]3[c:41](=[O:42])[nH:43][c:44](=[O:45])[c:46]([CH3:48])[cH:47]3)[O:39]2)[cH:56][cH:57]1.[CH3:5][Si:6]([CH3:7])([CH3:8])[NH:9][Si:10]([CH3:11])([CH3:12])[CH3:13].[CH:58]([N:59]([CH:60]([CH3:61])[CH3:62])[CH2:63][CH3:64])([CH3:65])[CH3:66].[Cl:67][CH2:68][Cl:69].[NH4+:4].[PH2:1](=[O:2])[O-:3]>>[CH3:14][O:15][c:16]1[cH:17][cH:18][c:19]([C:20]([c:21]2[cH:22][cH:23][cH:24][cH:25][cH:26]2)([c:27]2[cH:28][cH:29][cH:30][cH:31][cH:32]2)[O:33][CH2:34][CH:35]2[CH:36]([CH3:54])[CH:37]([O:49][CH2:50][CH2:51][O:52][CH3:53])[CH:38]([n:40]3[c:41](=[O:42])[nH:43][c:44](=[O:45])[c:46]([CH3:48])[cH:47]3)[O:39]2)[cH:56][cH:57]1. Conditions: time 30 minute. Yields the product FC(C(=O)O)(F)F.NC[C@H]1CN(C(O1)=O)C1=CC(=C(C=C1)C=1SCC(NN1)=S)F (5(S)-Aminomethyl-3-[3-fluoro-4-(5-thioxo-5,6-dihydro-4H-[1,3,4]thiadiazin-2-yl)-phenyl]-oxazolidin-2-one trifluoroacetate salt). Reactants: FC(C(=O)O)(F)F.ClCCl (Trifluoroacetic acid dichloromethane), C(C)(C)(C)OC(NC[C@H]1CN(C(O1)=O)C1=CC(=C(C=C1)C=1SCC(NN1)=S)F)=O ({3-[3-fluoro-4-(5-thioxo-5,6-dihydro-4H-[1,3,4]thiadiazin-2-yl)-phenyl]-2-oxo-oxazolidin-5(S)-ylmethyl}-carbamic acid tert-butyl ester). Procedure: 20% Trifluoroacetic acid/dichloromethane (2 ml) is added to {3-[3-fluoro-4-(5-thioxo-5,6-dihydro-4H-[1,3,4]thiadiazin-2-yl)-phenyl]-2-oxo-oxazolidin-5(S)-ylmethyl}-carbamic acid tert-butyl ester and the mixture is stirred at room temperature for 30 minutes. The reaction is evaporated to dryness and the trifluoroacetate salt is used directly in the next step. RXN SMILES: [F:1][C:2]([F:7])([F:6])[C:3]([OH:5])=[O:4].ClCCl.C(OC(=O)[NH:17][CH2:18][C@@H:19]1[O:23][C:22](=[O:24])[N:21]([C:25]2[CH:30]=[CH:29][C:28]([C:31]3[S:32][CH2:33][C:34](=[S:37])[NH:35][N:36]=3)=[C:27]([F:38])[CH:26]=2)[CH2:20]1)(C)(C)C>>[F:1][C:2]([F:7])([F:6])[C:3]([OH:5])=[O:4].[NH2:17][CH2:18][C@@H:19]1[O:23][C:22](=[O:24])[N:21]([C:25]2[CH:30]=[CH:29][C:28]([C:31]3[S:32][CH2:33][C:34](=[S:37])[NH:35][N:36]=3)=[C:27]([F:38])[CH:26]=2)[CH2:20]1 |f:0.1,3.4|. Reactants: NC1=NC=NN2C1=C(C=C2C2CCN(CC2)C(=O)OC(C)(C)C)Br (tert-butyl 4-(4-amino-5-bromopyrrolo[2,1-f][1,2,4]triazin-7-yl)piperidine-1-carboxylate), NC1=NC=NN2C1=CC=C2C(CC)O (1-(4-amino-pyrrolo[2,1-f][1,2,4]triazin-7-yl)-propan-1-ol). Product: NC1=NC=NN2C1=C(C=C2C(CC)O)Br (1-(4-Amino-5-bromo-pyrrolo[2,1-f][1,2,4]triazin-7-yl)-propan-1-ol). As a reaction SMILES: [NH2:1][C:2]1[C:7]2=[C:8]([Br:24])[CH:9]=[C:10]([CH:11]3CCN(C(OC(C)(C)C)=O)[CH2:13][CH2:12]3)[N:6]2[N:5]=[CH:4][N:3]=1.NC1C2=CC=C(C([OH:38])CC)N2N=CN=1>>[NH2:1][C:2]1[C:7]2=[C:8]([Br:24])[CH:9]=[C:10]([CH:11]([OH:38])[CH2:12][CH3:13])[N:6]2[N:5]=[CH:4][N:3]=1. Procedure details: This compound was prepared in a manner similar to the bromination procedure described for the preparation of tert-butyl 4-(4-amino-5-bromopyrrolo[2,1-f][1,2,4]triazin-7-yl)piperidine-1-carboxylate, using 1-(4-amino-pyrrolo[2,1-f][1,2,4]triazin-7-yl)-propan-1-ol as the starting material. 1H NMR (300 MHz, DMSO-d6) δ 7.78 (s, 1H), 7.59 (broad s, 6.80 (d, 1H), 6.52 (d, 1H), 5.11 (d, 1H), 4.98 to 4.93 (m, 1H), 1,83 to 1.66 (m, 2H), 0.84 (t, 3H); ES-MS m/z 271.3/273.1 [M+H]+, RT (min) 1.86.